From a dataset of the Open Reaction Database (ORD), a public repository of structured organic reaction records. describe an organic reaction: reactants, conditions, products, and yield The reactants are COC=1C=C2C[C@@H](C2=CC1OC)CN(CCCN1C=CC2=C(CC1=O)C=C(C(=C2)OC)OC)C (3-{3-[{[(7S)-3,4-dimethoxybicyclo[4.2.0]octa-1,3,5-trien-7-yl]methyl}(methyl)amino]-propyl}-7,8-dimethoxy-1,3-dihydro-2H-3-benzazepin-2-one), C(C)O (ethanol). The reagents and catalysts are [OH-].[OH-].[Pd+2] (Pd(OH)2). Solvent: C(C)(=O)O (acetic acid). Conditions: time 5 hour. Yields the product COC=1C=C2C[C@@H](C2=CC1OC)CN(CCCN1CCC2=C(CC1=O)C=C(C(=C2)OC)OC)C (3-{3-[{[(7S)-3,4-dimethoxybicyclo[4.2.0]octa-1,3,5-trien-7-yl]methyl}(methyl)amino]-propyl}-7.8-dimethoxy-1,3,4,5-tetrahydro-2H-3-benzazepin-2-one). RXN SMILES: [CH3:1][O:2][C:3]1[CH:4]=[C:5]2[C:8](=[CH:9][C:10]=1[O:11][CH3:12])[C@@H:7]([CH2:13][N:14]([CH3:34])[CH2:15][CH2:16][CH2:17][N:18]1[C:24](=[O:25])[CH2:23][C:22]3[CH:26]=[C:27]([O:32][CH3:33])[C:28]([O:30][CH3:31])=[CH:29][C:21]=3[CH:20]=[CH:19]1)[CH2:6]2.C(O)C>[OH-].[OH-].[Pd+2].C(O)(=O)C>[CH3:1][O:2][C:3]1[CH:4]=[C:5]2[C:8](=[CH:9][C:10]=1[O:11][CH3:12])[C@@H:7]([CH2:13][N:14]([CH3:34])[CH2:15][CH2:16][CH2:17][N:18]1[C:24](=[O:25])[CH2:23][C:22]3[CH:26]=[C:27]([O:32][CH3:33])[C:28]([O:30][CH3:31])=[CH:29][C:21]=3[CH2:20][CH2:19]1)[CH2:6]2 |f:2.3.4|. Procedure details: In a 250-ml autoclave, 4 g of the product obtained in Example 1 and 2 g of Pd(OH)2 (20%, 50% moist) are added to a solution of ethanol (90 mL) and acetic acid (10 mL). After remaining in contact for 5 hours at ambient temperature under a hydrogen pressure of 5 bar, the reaction mixture is filtered over Celite®. The residue obtained after concentrating under reduced pressure is taken up in dichloromethane (100 mL) and then washed with saturated aqueous sodium bicarbonate solution. The oil obtaine... Reactants: [Li]CCCC, CI, CCOCC, Cc1cc2cccnc2[nH]1. Product: CCc1cc2cccnc2[nH]1. Reaction SMILES: [CH3:11][CH2:12][CH2:13][CH2:14][Li:15].[CH3:16][I:17].[CH3:18][CH2:19][O:20][CH2:21][CH3:22].[CH3:1][c:2]1[nH:3][c:4]2[n:5][cH:6][cH:7][cH:8][c:9]2[cH:10]1>>[CH2:1]([c:2]1[nH:3][c:4]2[n:5][cH:6][cH:7][cH:8][c:9]2[cH:10]1)[CH3:11]. The reactants are N1C(=CC2=CC=CC=C12)C(=O)O (indole-2-carboxylic acid), C(C(=O)Cl)(=O)Cl (oxalyl chloride), CN(C)C=O (DMF). Conditions: time 2 hour. The product is N1C(=CC2=CC=CC=C12)C(=O)N (1H—Indole-2-Carboxylic Acid Amide). Reaction SMILES: [NH:1]1[C:9]2[C:4](=[CH:5][CH:6]=[CH:7][CH:8]=2)[CH:3]=[C:2]1[C:10]([OH:12])=O.C(Cl)(=O)C(Cl)=O.C[N:20](C=O)C>>[NH:1]1[C:9]2[C:4](=[CH:5][CH:6]=[CH:7][CH:8]=2)[CH:3]=[C:2]1[C:10]([NH2:20])=[O:12]. Procedure details: To a solution of indole-2-carboxylic acid (1 g, 6.21 mmol) in MC (30 ml), oxalyl chloride (1.64 ml, 0.18.62 mmol) and a catalytic amount of DMF were added and stirred at room temperature for 2 hrs. After the solvent was evaporated, the crude acyl chloride was diluted with MC (20 ml), to which a solution of ammonium hydroxide in water (7 ml) was dropwise added with cooling in an ice bath. After stirring for 1 hr, the precipitated product was collected by suction filtration, triturated in hexane a... Starting materials: COc1ccc(F)c(-c2cc(CO)ccc2C2CC2)c1, ClCCl, O=S(Cl)Cl. The product is COc1ccc(F)c(-c2cc(CCl)ccc2C2CC2)c1. As a reaction SMILES: [CH:1]1([c:4]2[cH:5][cH:6][c:7]([CH2:19][OH:20])[cH:8][c:9]2-[c:10]2[c:11]([F:18])[cH:12][cH:13][c:14]([O:16][CH3:17])[cH:15]2)[CH2:2][CH2:3]1.[Cl:25][CH2:26][Cl:27].[S:21]([Cl:22])([Cl:23])=[O:24]>>[CH:1]1([c:4]2[cH:5][cH:6][c:7]([CH2:19][Cl:23])[cH:8][c:9]2-[c:10]2[c:11]([F:18])[cH:12][cH:13][c:14]([O:16][CH3:17])[cH:15]2)[CH2:2][CH2:3]1.